Dataset: the Open Reaction Database (ORD), a public repository of structured organic reaction records. Task: describe an organic reaction: reactants, conditions, products, and yield Reactants: COC(C1=CC=CC=C1)=C1C(NC2=CC3=C(C=C12)OCO3)=O (3-(1-methoxy-1-phenyl-methylidene)-5,6-methylenedioxy-2-indolinone), CN(C)CC(=O)N(C1=CC=C(C=C1)N)C (N-(dimethylaminomethylcarbonyl)-N-methyl-p-phenylenediamine). Yields the product CN(C)CC(=O)N(C)C1=CC=C(N\C(\C2=CC=CC=C2)=C\2/C(NC3=CC4=C(C=C23)OCO4)=O)C=C1 (3-(Z)-{1-[4-(N-dimethylaminomethylcarbonyl-N-methyl-amino)-anilino]-1-phenyl-methylidene}-5,6-methylenedioxy-2-indolinone). Reaction SMILES: CO[C:3](=[C:10]1[C:18]2[C:13](=[CH:14][C:15]3[O:21][CH2:20][O:19][C:16]=3[CH:17]=2)[NH:12][C:11]1=[O:22])[C:4]1[CH:9]=[CH:8][CH:7]=[CH:6][CH:5]=1.[CH3:23][N:24]([CH2:26][C:27]([N:29]([CH3:37])[C:30]1[CH:35]=[CH:34][C:33]([NH2:36])=[CH:32][CH:31]=1)=[O:28])[CH3:25]>>[CH3:25][N:24]([CH2:26][C:27]([N:29]([C:30]1[CH:31]=[CH:32][C:33]([NH:36]/[C:3](=[C:10]2\[C:11](=[O:22])[NH:12][C:13]3[C:18]\2=[CH:17][C:16]2[O:19][CH2:20][O:21][C:15]=2[CH:14]=3)/[C:4]2[CH:9]=[CH:8][CH:7]=[CH:6][CH:5]=2)=[CH:34][CH:35]=1)[CH3:37])=[O:28])[CH3:23]. Procedure details: Prepared from 3-(1-methoxy-1-phenyl-methylidene)-5,6-methylenedioxy-2-indolinone and N-(dimethylaminomethylcarbonyl)-N-methyl-p-phenylenediamine Procedure: 2-Chloromethylpyridine hydrochloride (515 mg) and methyl 5-hydroxy-1H-indole-2-carboxylate (600 mg) were processed in the same manner as in Production Example 1-1 to obtain the entitled compound (160 mg). The reactants are Cl.ClCC1=NC=CC=C1 (2-Chloromethylpyridine hydrochloride), OC=1C=C2C=C(NC2=CC1)C(=O)OC (methyl 5-hydroxy-1H-indole-2-carboxylate). As a reaction SMILES: Cl.Cl[CH2:3][C:4]1[CH:9]=[CH:8][CH:7]=[CH:6][N:5]=1.[OH:10][C:11]1[CH:12]=[C:13]2[C:17](=[CH:18][CH:19]=1)[NH:16][C:15]([C:20]([O:22][CH3:23])=[O:21])=[CH:14]2>>[N:5]1[CH:6]=[CH:7][CH:8]=[CH:9][C:4]=1[CH2:3][O:10][C:11]1[CH:12]=[C:13]2[C:17](=[CH:18][CH:19]=1)[NH:16][C:15]([C:20]([O:22][CH3:23])=[O:21])=[CH:14]2 |f:0.1|. The yield is 18.1%. Yields the product N1=C(C=CC=C1)COC=1C=C2C=C(NC2=CC1)C(=O)OC (Methyl 5-(pyridin-2-ylmethoxy)-1H-indole-2-carboxylate). As a reaction SMILES: [CH3:19][CH:20]([CH3:21])[CH2:22][C:23](=[O:24])[CH3:25].[F:6][c:7]1[c:8]([C:14]([CH2:15][Cl:16])=[O:17])[cH:9][cH:10][c:11]([F:13])[cH:12]1.[OH2:18].[nH:1]1[n:2][cH:3][cH:4][cH:5]1>>[n:1]1([CH2:15][C:14]([c:8]2[c:7]([F:6])[cH:12][c:11]([F:13])[cH:10][cH:9]2)=[O:17])[n:2][cH:3][cH:4][cH:5]1. Product: O=C(Cn1cccn1)c1ccc(F)cc1F. Reactants: CC(=O)CC(C)C, O=C(CCl)c1ccc(F)cc1F, O, c1cn[nH]c1. Starting materials: O=C([O-])O, C[Si](C)(C)C=[N+]=[N-], CCOC(C)=O, CO, CC(=O)O, [Na+], CN(CCOc1cc(CO)cc(CO)c1)C(=O)CCC(=O)O. The product is COC(=O)CCC(=O)N(C)CCOc1cc(CO)cc(CO)c1. As a reaction SMILES: [C:36](=[O:37])([O-:38])[OH:39].[CH3:23][Si:24]([CH:25]=[N+:26]=[N-:27])([CH3:28])[CH3:29].[CH3:30][CH2:31][O:32][C:33](=[O:34])[CH3:35].[CH3:41][OH:42].[CH3:43][C:44](=[O:45])[OH:46].[Na+:40].[OH:1][CH2:2][c:3]1[cH:4][c:5]([O:6][CH2:7][CH2:8][N:9]([C:10]([CH2:11][CH2:12][C:13](=[O:14])[OH:15])=[O:16])[CH3:17])[cH:18][c:19]([CH2:21][OH:22])[cH:20]1>>[OH:1][CH2:2][c:3]1[cH:4][c:5]([O:6][CH2:7][CH2:8][N:9]([C:10]([CH2:11][CH2:12][C:13]([O:14][CH3:23])=[O:15])=[O:16])[CH3:17])[cH:18][c:19]([CH2:21][OH:22])[cH:20]1. Reactants: CCO, [K+], [OH-], O, O=C1CCNc2cc(OCCn3ccnc3)ccc21, O=Cc1cccs1. Product: O=C1C(=Cc2cccs2)CNc2cc(OCCn3ccnc3)ccc21. RXN SMILES: [CH3:29][CH2:30][OH:31].[K+:21].[OH-:20].[OH2:32].[n:1]1([CH2:6][CH2:7][O:8][c:9]2[cH:10][cH:11][c:12]3[c:17]([cH:18]2)[NH:16][CH2:15][CH2:14][C:13]3=[O:19])[cH:2][n:3][cH:4][cH:5]1.[s:22]1[c:23]([CH:27]=[O:28])[cH:24][cH:25][cH:26]1>>[n:1]1([CH2:6][CH2:7][O:8][c:9]2[cH:10][cH:11][c:12]3[c:17]([cH:18]2)[NH:16][CH2:15][C:14](=[CH:27][c:23]2[s:22][cH:26][cH:25][cH:24]2)[C:13]3=[O:19])[cH:2][n:3][cH:4][cH:5]1.